From a dataset of the Open Reaction Database (ORD), a public repository of structured organic reaction records. describe an organic reaction: reactants, conditions, products, and yield The reactants are C(O)([O-])=O.[Na+] (sodium hydrogen carbonate), C(C(O)CO)OC1=C(C(=O)O[C@@H]1[C@@H](O)CO)O (3-O-glyceryl ascorbic acid), resultant mixture, C(C1=CC=CC=C1)Br (benzyl bromide). Solvent: O (water). Run at time 30 minute. The product is C(C(O)CO)OC1=C(C(=O)O[C@@H]1[C@@H](O)CO)OCC1=CC=CC=C1 (3-O-glyceryl-2-O-benzyl ascorbic acid). Yield: 127.9%. RXN SMILES: C(=O)([O-])O.[Na+].[CH2:6]([O:11][C:12]1[C@@H:17]([C@H:18]([CH2:20][OH:21])[OH:19])[O:16][C:14](=[O:15])[C:13]=1[OH:22])[CH:7]([CH2:9][OH:10])[OH:8].[CH2:23](Br)[C:24]1[CH:29]=[CH:28][CH:27]=[CH:26][CH:25]=1>O>[CH2:6]([O:11][C:12]1[C@@H:17]([C@H:18]([CH2:20][OH:21])[OH:19])[O:16][C:14](=[O:15])[C:13]=1[O:22][CH2:23][C:24]1[CH:29]=[CH:28][CH:27]=[CH:26][CH:25]=1)[CH:7]([CH2:9][OH:10])[OH:8] |f:0.1|. Procedure: Under an argon atmosphere, water and sodium hydrogen carbonate (1.42 g) were added to 3-O-glyceryl ascorbic acid (1.42 g) obtained in Example 1, and the mixture was stirred at room temperature for 30 minutes. To the mixture, benzyl bromide (2.61 g) was added, and the resultant mixture was heated up to 50° C. and stirred for 2 hours. Thereafter, the mixture was concentrated under reduced pressure, then, dissolved in methanol. Then, the resultant solution was dried over anhydrous sodium sulfate, a... Starting materials: C1CCOC1, COCCCn1c(=O)ccc2c(C)nc(S(C)(=O)=O)nc21, CCN. Yields the product CCNc1nc(C)c2ccc(=O)n(CCCOC)c2n1. As a reaction SMILES: [CH2:25]1[O:26][CH2:27][CH2:28][CH2:29]1.[CH3:1][O:2][CH2:3][CH2:4][CH2:5][n:6]1[c:7](=[O:21])[cH:8][cH:9][c:10]2[c:11]1[n:12][c:13]([S:17]([CH3:18])(=[O:19])=[O:20])[n:14][c:15]2[CH3:16].[CH3:22][CH2:23][NH2:24]>>[CH3:1][O:2][CH2:3][CH2:4][CH2:5][n:6]1[c:7](=[O:21])[cH:8][cH:9][c:10]2[c:11]1[n:12][c:13]([NH:24][CH2:23][CH3:22])[n:14][c:15]2[CH3:16]. Starting materials: [Ni] (nickel), BrBr (bromine), C1=CC=CC1 (cyclopentadiene). The solvent is C(OC)COC (dimethoxyethane), C(C)NCC (diethylamine). Run at time 1 hour. The product is [CH-]1C=CC=C1.[CH-]1C=CC=C1.[Ni+2] (nickelocene). RXN SMILES: [Ni:1].BrBr.[CH:4]1[CH2:8][CH:7]=[CH:6][CH:5]=1>C(COC)OC.C(NCC)C>[CH-:4]1[CH:8]=[CH:7][CH:6]=[CH:5]1.[CH-:4]1[CH:8]=[CH:7][CH:6]=[CH:5]1.[Ni+2:1] |f:5.6.7|. Procedure details: 29.4 g of nickel powder are suspended in 400 ml of dimethoxyethane and admixed while stirring with 27.3 ml of bromine. The mixture is stirred for 1 hour and the solvent is removed in an oil pump vacuum. The brown residue obtained is taken up in 400 ml of diethylamine while cooling in ice and admixed with 98 ml of freshly distilled cyclopentadiene. The suspension becomes green. After stirring for 12 hours at room temperature, residual solvent is removed in an oil pump vacuum and the product is is... The reactants are CC1=NN(C(=C1CC(=O)O)C)CC1=CC=C(C=C1)NC(C1=CC=C(C=C1)C(F)(F)F)=O ({3,5-Dimethyl-1-[4-(4-trifluoromethyl-benzoylamino)-benzyl]-1H-pyrazol-4-yl}-acetic acid), CC(C)(C)S(=O)(=O)N (2-methylpropane-2-sulfonamide), C1(CCCCC1)N=C=NC1CCCCC1 (1,3-dicyclohexylcarbodiimid). The solvent is ClCCl (dichloromethane). Procedure details: {3,5-Dimethyl-1-[4-(4-trifluoromethyl-benzoylamino)-benzyl]-1H-pyrazol-4-yl}-acetic acid (example 1.1, 250 mg, 0.58 mmol), 2-methylpropane-2-sulfonamide (95 mg, 0.70 mmol), 1,3-dicyclohexylcarbodiimid (143 mg, 0.70 mmol) and 4-dimethylaminopyridine (85 mg, 0.70 mmol) in 2.5 ml dichloromethane were stirred for 3 h at 30° C. The solvent was removed under reduced pressure and the residue was purified by MPLC (silica gel, CH2Cl2/methanol 95:5). Reaction SMILES: [CH3:1][C:2]1[C:6]([CH2:7][C:8](O)=[O:9])=[C:5]([CH3:11])[N:4]([CH2:12][C:13]2[CH:18]=[CH:17][C:16]([NH:19][C:20](=[O:31])[C:21]3[CH:26]=[CH:25][C:24]([C:27]([F:30])([F:29])[F:28])=[CH:23][CH:22]=3)=[CH:15][CH:14]=2)[N:3]=1.[CH3:32][C:33]([S:36]([NH2:39])(=[O:38])=[O:37])([CH3:35])[CH3:34].C1(N=C=NC2CCCCC2)CCCCC1>CN(C)C1C=CN=CC=1.ClCCl>[CH3:1][C:2]1[C:6]([CH2:7][C:8](=[O:9])[NH:39][S:36]([C:33]([CH3:35])([CH3:34])[CH3:32])(=[O:38])=[O:37])=[C:5]([CH3:11])[N:4]([CH2:12][C:13]2[CH:18]=[CH:17][C:16]([NH:19][C:20](=[O:31])[C:21]3[CH:22]=[CH:23][C:24]([C:27]([F:29])([F:28])[F:30])=[CH:25][CH:26]=3)=[CH:15][CH:14]=2)[N:3]=1. The reagents and catalysts are CN(C1=CC=NC=C1)C (4-dimethylaminopyridine). The product is CC1=NN(C(=C1CC(NS(=O)(=O)C(C)(C)C)=O)C)CC1=CC=C(C=C1)NC(C1=CC=C(C=C1)C(F)(F)F)=O (N-{4-[(3,5-Dimethyl-4-{[(2-methylpropane-2-sulfonyl)carbamoyl]methyl}-1H-pyrazol-1-yl)methyl]phenyl}-4-(trifluoromethyl)benzamide). Run in CS(=O)C (DMSO). The product is C(C)(C)(C)[C@@H]1CC[C@H](CC1)OC=1C=C2C=CC(=CC2=CC1)CNCCC(=O)N (3-((6-((trans)-4-tert-butylcyclohexyloxy)naphthalen-2-yl)methylamino)propanamide). Conditions: temperature 0 celsius, time 1 hour. Isolated yield 45.3%. Procedure: To a solution of 3-((6-((trans)-4-tert-butylcyclohexyloxy)naphthalen-2-yl)methylamino)propanenitrile (233 mg, 0.64 mmol) in DMSO (2 mL) was added K2CO3 (265 mg, 2 mmol, 3.0 eq), the mixture was then cooled to 0° C., and followed by addition of aq. 30% H2O2 (0.3 mL). The reaction mixture was stirred at rt for 1 h, and quenched with water (10 mL). The solvent was removed by freezen-dried. The crude product was purified by flash chromatography to give the title compound as a white solid (111 mg, 45... Reactants: C(C)(C)(C)[C@@H]1CC[C@H](CC1)OC=1C=C2C=CC(=CC2=CC1)CNCCC#N (3-((6-((trans)-4-tert-butylcyclohexyloxy)naphthalen-2-yl)methylamino)propanenitrile), C(=O)([O-])[O-].[K+].[K+] (K2CO3), OO (H2O2). Reaction SMILES: [C:1]([C@H:5]1[CH2:10][CH2:9][C@H:8]([O:11][C:12]2[CH:13]=[C:14]3[C:19](=[CH:20][CH:21]=2)[CH:18]=[C:17]([CH2:22][NH:23][CH2:24][CH2:25][C:26]#[N:27])[CH:16]=[CH:15]3)[CH2:7][CH2:6]1)([CH3:4])([CH3:3])[CH3:2].C([O-])([O-])=[O:29].[K+].[K+].OO>CS(C)=O>[C:1]([C@H:5]1[CH2:10][CH2:9][C@H:8]([O:11][C:12]2[CH:13]=[C:14]3[C:19](=[CH:20][CH:21]=2)[CH:18]=[C:17]([CH2:22][NH:23][CH2:24][CH2:25][C:26]([NH2:27])=[O:29])[CH:16]=[CH:15]3)[CH2:7][CH2:6]1)([CH3:4])([CH3:2])[CH3:3] |f:1.2.3|. Reactants: C(C)(=O)OCC (ethyl acetate), NC1=CC(=C(OCC(=O)OC)C=C1Cl)OCC1=C(C(=CC=C1OC)F)F (methyl 2-[4-amino-5-chloro-2-(2,3-difluoro-6-methoxybenzyloxy)-phenoxy]acetate), C(C)(C)N(C(C)C)CC (N,N-diisopropylethylamine), ClC1=NC(=NC(=C1[N+](=O)[O-])Cl)C (4,6-dichloro-2-methyl-5-nitropyrimidine). Solvent: O (water), C(C)#N (acetonitrile). Run at time 8 hour. The product is ClC=1C(=CC(=C(OCC(=O)OC)C1)OCC1=C(C(=CC=C1OC)F)F)NC1=NC(=NC(=C1[N+](=O)[O-])Cl)C (methyl 2-[5-chloro-4-(6-chloro-2-methyl-5-nitropyrimidin-4-ylamino)-2-(2,3-difluoro-6-methoxybenzyloxy)phenoxy]acetate). Isolated yield 48.5%. Reaction SMILES: [NH2:1][C:2]1[C:13]([Cl:14])=[CH:12][C:5]([O:6][CH2:7][C:8]([O:10][CH3:11])=[O:9])=[C:4]([O:15][CH2:16][C:17]2[C:22]([O:23][CH3:24])=[CH:21][CH:20]=[C:19]([F:25])[C:18]=2[F:26])[CH:3]=1.C(N(CC)C(C)C)(C)C.[Cl:36][C:37]1[C:42]([N+:43]([O-:45])=[O:44])=[C:41](Cl)[N:40]=[C:39]([CH3:47])[N:38]=1.C(OCC)(=O)C>C(#N)C.O>[Cl:14][C:13]1[C:2]([NH:1][C:41]2[C:42]([N+:43]([O-:45])=[O:44])=[C:37]([Cl:36])[N:38]=[C:39]([CH3:47])[N:40]=2)=[CH:3][C:4]([O:15][CH2:16][C:17]2[C:22]([O:23][CH3:24])=[CH:21][CH:20]=[C:19]([F:25])[C:18]=2[F:26])=[C:5]([CH:12]=1)[O:6][CH2:7][C:8]([O:10][CH3:11])=[O:9]. Procedure details: To a solution of methyl 2-[4-amino-5-chloro-2-(2,3-difluoro-6-methoxybenzyloxy)-phenoxy]acetate (0.3 g) and N,N-diisopropylethylamine (0.14 mL) in acetonitrile (6 mL) was added 4,6-dichloro-2-methyl-5-nitropyrimidine (0.48 g) at −20° C., and the reaction mixture was allowed to warm slowly to room temperature, and stirred at room temperature overnight. To the reaction mixture were added ethyl acetate and water, and the resulting mixture was stirred at room temperature for 30 minutes. The insolubl... The reactants are O=C([O-])O, CCO, CCOC(C)=O, COC(=O)c1ccccc1Oc1cc(Cl)ccc1[N+](=O)[O-], O. Product: COC(=O)c1ccccc1Oc1cc(Cl)ccc1N. RXN SMILES: [C:23](=[O:24])([OH:25])[O-:26].[CH3:27][CH2:28][OH:29].[CH3:30][CH2:31][O:32][C:33](=[O:34])[CH3:35].[Cl:1][c:2]1[cH:3][cH:4][c:5]([N+:19]([O-:20])=[O:21])[c:6]([O:7][c:8]2[c:9]([C:10](=[O:11])[O:12][CH3:13])[cH:14][cH:15][cH:16][cH:17]2)[cH:18]1.[OH2:22]>>[Cl:1][c:2]1[cH:3][cH:4][c:5]([NH2:19])[c:6]([O:7][c:8]2[c:9]([C:10](=[O:11])[O:12][CH3:13])[cH:14][cH:15][cH:16][cH:17]2)[cH:18]1.